This data is from the Open Reaction Database (ORD), a public repository of structured organic reaction records. The task is: describe an organic reaction: reactants, conditions, products, and yield The reactants are CS(C)=O, Oc1ccc(C(F)(F)F)cc1, [H-], [Na+], [Na], Oc1ccccc1, CCC(Cl)(Oc1ccc(C(F)(F)F)cc1)c1ccccc1, ClCCC(Br)c1ccccc1, FC(F)(F)c1ccc(OCC=Cc2ccccc2)cc1, CC(=O)OCCC(Br)c1ccccc1. Product: C(=Cc1ccccc1)COc1ccccc1. RXN SMILES: [CH3:88][S:89]([CH3:90])=[O:91].[F:14][C:15]([F:16])([F:17])[c:18]1[cH:19][cH:20][c:21]([OH:22])[cH:23][cH:24]1.[H-:1].[Na+:2].[Na:66].[OH:67][c:68]1[cH:69][cH:70][cH:71][cH:72][cH:73]1.[c:25]1([C:26]([Cl:27])([O:28][c:29]2[cH:30][cH:31][c:32]([C:33]([F:34])([F:35])[F:36])[cH:37][cH:38]2)[CH2:39][CH3:40])[cH:41][cH:42][cH:43][cH:44][cH:45]1.[c:3]1([CH:4]([Br:5])[CH2:6][CH2:7][Cl:8])[cH:9][cH:10][cH:11][cH:12][cH:13]1.[c:46]1([CH:52]=[CH:53][CH2:54][O:55][c:56]2[cH:57][cH:58][c:59]([C:62]([F:63])([F:64])[F:65])[cH:60][cH:61]2)[cH:47][cH:48][cH:49][cH:50][cH:51]1.[c:74]1([CH:75]([Br:76])[CH2:77][CH2:78][O:79][C:80](=[O:81])[CH3:82])[cH:83][cH:84][cH:85][cH:86][cH:87]1>>[c:46]1([CH:52]=[CH:53][CH2:54][O:55][c:56]2[cH:57][cH:58][cH:59][cH:60][cH:61]2)[cH:47][cH:48][cH:49][cH:50][cH:51]1. The reactants are CC1=CC2=C(NC(C3=C(S2)SC2=C3C=CC=C2)=O)C=C1 (8-methyl-1benzothieno[2,3-b][1,5]benzothiazepin-12(11H)-one), CN1CCNCC1 (1-methylpiperazine), P(=O)(Cl)(Cl)Cl (phosphorus oxychloride), CN(C1=CC=CC=C1)C (N,N-dimethylaniline). Product: CC1=CC2=C(N=C(C3=C(S2)SC2=C3C=CC=C2)N2CCN(CC2)C)C=C1 (8-methyl-12-(4-methylpiperazin-1-yl)-[1]benzothieno[2,3-b][1,5]benzothiazepine). As a reaction SMILES: [CH3:1][C:2]1[CH:20]=[CH:19][C:5]2[NH:6][C:7](=O)[C:8]3[C:13]4[CH:14]=[CH:15][CH:16]=[CH:17][C:12]=4[S:11][C:9]=3[S:10][C:4]=2[CH:3]=1.P(Cl)(Cl)(Cl)=O.CN(C)C1C=CC=CC=1.[CH3:35][N:36]1[CH2:41][CH2:40][NH:39][CH2:38][CH2:37]1>>[CH3:1][C:2]1[CH:20]=[CH:19][C:5]2[N:6]=[C:7]([N:39]3[CH2:40][CH2:41][N:36]([CH3:35])[CH2:37][CH2:38]3)[C:8]3[C:13]4[CH:14]=[CH:15][CH:16]=[CH:17][C:12]=4[S:11][C:9]=3[S:10][C:4]=2[CH:3]=1. Procedure details: In the same manner as in Example 80 and using 8-methyl-1benzothieno[2,3-b][1,5]benzothiazepin-12(11H)-one, phosphorus oxychloride, N,N-dimethylaniline, 1-methylpiperazine, 8-methyl-12-(4-methylpiperazin-1-yl)-[1]benzothieno[2,3-b][1,5]benzothiazepine is obtained. The reactants are CCOC(=O)CBr, COc1ccc2c(c1)NC(=O)CO2, [H-], [Na+], C1CCOC1. The product is CCOC(=O)CN1C(=O)COc2ccc(OC)cc21. RXN SMILES: [Br:16][CH2:17][C:18](=[O:19])[O:20][CH2:21][CH3:22].[CH3:1][O:2][c:3]1[cH:4][cH:5][c:6]2[c:7]([cH:13]1)[NH:8][C:9](=[O:12])[CH2:10][O:11]2.[H-:14].[Na+:15].[O:23]1[CH2:24][CH2:25][CH2:26][CH2:27]1>>[CH3:1][O:2][c:3]1[cH:4][cH:5][c:6]2[c:7]([cH:13]1)[N:8]([CH2:17][C:18](=[O:19])[O:20][CH2:21][CH3:22])[C:9](=[O:12])[CH2:10][O:11]2. Reactants: CO, CC(C(=O)O)c1ccc([N+](=O)[O-])cc1, O. Yields the product CC(C(=O)O)c1ccc(N)cc1. As a reaction SMILES: [CH3:16][OH:17].[N+:1]([O-:2])(=[O:3])[c:4]1[cH:5][cH:6][c:7]([CH:10]([C:11](=[O:12])[OH:13])[CH3:14])[cH:8][cH:9]1.[OH2:15]>>[NH2:1][c:4]1[cH:5][cH:6][c:7]([CH:10]([C:11](=[O:12])[OH:13])[CH3:14])[cH:8][cH:9]1. Reactants: [BH4-], CCO, [Na+], O=C1c2ccccc2CC12CCN(CCc1ccc([N+](=O)[O-])cc1)CC2. Yields the product O=[N+]([O-])c1ccc(CCN2CCC3(CC2)Cc2ccccc2C3O)cc1. Reaction SMILES: [BH4-:27].[CH3:29][CH2:30][OH:31].[Na+:28].[O:1]=[C:2]1[C:3]2([CH2:4][c:5]3[cH:6][cH:7][cH:8][cH:9][c:10]31)[CH2:11][CH2:12][N:13]([CH2:16][CH2:17][c:18]1[cH:19][cH:20][c:21]([N+:24](=[O:25])[O-:26])[cH:22][cH:23]1)[CH2:14][CH2:15]2>>[OH:1][CH:2]1[C:3]2([CH2:4][c:5]3[cH:6][cH:7][cH:8][cH:9][c:10]31)[CH2:11][CH2:12][N:13]([CH2:16][CH2:17][c:18]1[cH:19][cH:20][c:21]([N+:24](=[O:25])[O-:26])[cH:22][cH:23]1)[CH2:14][CH2:15]2. The product is CC1(C)OB(C=Cc2ccc(CN3CCOCC3)cc2)OC1(C)C. Starting materials: C#Cc1ccc(CN2CCOCC2)cc1, CC1(C)OBOC1(C)C, Cc1ccccc1. RXN SMILES: [C:1](#[CH:2])[c:3]1[cH:4][cH:5][c:6]([CH2:7][N:8]2[CH2:9][CH2:10][O:11][CH2:12][CH2:13]2)[cH:14][cH:15]1.[CH3:16][C:17]1([CH3:24])[O:18][BH:19][O:20][C:21]1([CH3:22])[CH3:23].[CH3:25][c:26]1[cH:27][cH:28][cH:29][cH:30][cH:31]1>>[CH:1](=[CH:2][B:19]1[O:18][C:17]([CH3:16])([CH3:24])[C:21]([CH3:22])([CH3:23])[O:20]1)[c:3]1[cH:4][cH:5][c:6]([CH2:7][N:8]2[CH2:9][CH2:10][O:11][CH2:12][CH2:13]2)[cH:14][cH:15]1. Reactants: Cc1c2n(c3ccccc13)C(=O)C(Cc1ncn(C(c3ccccc3)(c3ccccc3)c3ccccc3)c1C)CC2, CC(=O)O, O. Yields the product Cc1[nH]cnc1CC1CCc2c(C)c3ccccc3n2C1=O. Reaction SMILES: [CH3:1][c:2]1[c:3]2[n:4]([c:5]3[cH:6][cH:7][cH:8][cH:9][c:10]13)[C:11](=[O:41])[CH:12]([CH2:15][c:16]1[n:17][cH:18][n:19]([C:22]([c:23]3[cH:24][cH:25][cH:26][cH:27][cH:28]3)([c:29]3[cH:30][cH:31][cH:32][cH:33][cH:34]3)[c:35]3[cH:36][cH:37][cH:38][cH:39][cH:40]3)[c:20]1[CH3:21])[CH2:13][CH2:14]2.[CH3:42][C:43](=[O:44])[OH:45].[OH2:46]>>[CH3:1][c:2]1[c:3]2[n:4]([c:5]3[cH:6][cH:7][cH:8][cH:9][c:10]13)[C:11](=[O:41])[CH:12]([CH2:15][c:16]1[n:17][cH:18][nH:19][c:20]1[CH3:21])[CH2:13][CH2:14]2. Reactants: NC=1C=NC=CC1N (3,4-diaminopyridine), COC=1C(=CC2=CC=CC(=C2C1)OC)C(=O)O (3,5-dimethoxy-2-naphthoic acid), P(=O)(Cl)(Cl)Cl (phosphorous oxychloride). Yields the product COC=1C(=CC2=CC=CC(=C2C1)OC)C=1NC2=C(C=NC=C2)N1 (2-(3,5-Dimethoxy-2-naphthalenyl)imidazo[4,5-c]pyridine). RXN SMILES: [NH2:1][C:2]1[CH:3]=[N:4][CH:5]=[CH:6][C:7]=1[NH2:8].[CH3:9][O:10][C:11]1[C:12]([C:23](O)=O)=[CH:13][C:14]2[C:19]([CH:20]=1)=[C:18]([O:21][CH3:22])[CH:17]=[CH:16][CH:15]=2.P(Cl)(Cl)(Cl)=O>>[CH3:9][O:10][C:11]1[C:12]([C:23]2[NH:8][C:7]3[CH:6]=[CH:5][N:4]=[CH:3][C:2]=3[N:1]=2)=[CH:13][C:14]2[C:19]([CH:20]=1)=[C:18]([O:21][CH3:22])[CH:17]=[CH:16][CH:15]=2. Procedure details: A solution of 4.1 g. of 3,4-diaminopyridine and 8.7 g. of 3,5-dimethoxy-2-naphthoic acid in 250 ml. of phosphorous oxychloride was heated at reflux for 18 hours. The reaction was cooled and evaporated in vacuo. The solid was dissolved in 2N hydrochloric acid, cooled, and adjusted to pH 8. The resulting solid was recovered by filtration and chrom;atographed over silica gel to afford 4.4 g. of the desired title compound, m.p. 178°-180° C.